Dataset: the Open Reaction Database (ORD), a public repository of structured organic reaction records. Task: describe an organic reaction: reactants, conditions, products, and yield Reactants: Clc1ccc(Br)c(CBr)c1, O=C([O-])[O-], CN(C)C=O, CCOC(C)=O, [K+], [K+], O=C1CCCc2c(O)cccc21. RXN SMILES: [Br:13][c:14]1[c:15]([CH2:21][Br:22])[cH:16][c:17]([Cl:20])[cH:18][cH:19]1.[C:23](=[O:24])([O-:25])[O-:26].[CH3:29][N:30]([CH3:31])[CH:32]=[O:33].[CH3:34][CH2:35][O:36][C:37](=[O:38])[CH3:39].[K+:27].[K+:28].[OH:1][c:2]1[c:3]2[c:8]([cH:9][cH:10][cH:11]1)[C:7](=[O:12])[CH2:6][CH2:5][CH2:4]2>>[O:1]([c:2]1[c:3]2[c:8]([cH:9][cH:10][cH:11]1)[C:7](=[O:12])[CH2:6][CH2:5][CH2:4]2)[CH2:21][c:15]1[c:14]([Br:13])[cH:19][cH:18][c:17]([Cl:20])[cH:16]1. Yields the product O=C1CCCc2c(OCc3cc(Cl)ccc3Br)cccc21. Starting materials: ClC1=C2C3=C(C(NC2=NC=C1)=O)C=CC=C3 (1-Chloro-5H-benzo[c][1,8]naphthyridin-6-one), ClC=1C=C(N)C=CC1 (3-chloroaniline). Yields the product ClC=1C=C(C=CC1)NC1=C2C3=C(C(NC2=NC=C1)=O)C=CC=C3 (1-(3-Chloro-phenylamino)-5H-benzo[c][1,8]naphthyridin-6-one). The yield is 69.4%. RXN SMILES: Cl[C:2]1[CH:11]=[CH:10][N:9]=[C:8]2[C:3]=1[C:4]1[CH:16]=[CH:15][CH:14]=[CH:13][C:5]=1[C:6](=[O:12])[NH:7]2.[Cl:17][C:18]1[CH:19]=[C:20]([CH:22]=[CH:23][CH:24]=1)[NH2:21]>>[Cl:17][C:18]1[CH:19]=[C:20]([NH:21][C:2]2[CH:11]=[CH:10][N:9]=[C:8]3[C:3]=2[C:4]2[CH:16]=[CH:15][CH:14]=[CH:13][C:5]=2[C:6](=[O:12])[NH:7]3)[CH:22]=[CH:23][CH:24]=1. Procedure: The title compound was synthesized according to the procedure described for the preparation of Example 188 using Compound 83 (100 mg, 0.43 mmol) and 3-chloroaniline (83 mg, 0.65 mmol) to provide 191 (96 mg, 68% yield) as a white solid. LC-MS (M+H=322, obsd.=322). Starting materials: C(C)OC(=O)C=1C=NN(C1C(NC=1C=CC=2N(C1)N=C(N2)N2CC(CC2)OC)=O)C (5-[2-(3-Methoxy-pyrrolidin-1-yl)-[1,2,4]triazolo[1,5-a]pyridin-6-ylcarbamoyl]-1-methyl-1H-pyrazole-4-carboxylic acid ethyl ester), CN1N=CC(=C1C(NC=1C=CC=2N(C1)N=C(N2)N2CCOCC2)=O)C(=O)O (1-Methyl-5-(2-morpholino-[1,2,4]triazolo[1,5-a]pyridin-6-ylcarbamoyl)-1H-pyrazole-4-carboxylic acid), solid. The product is COC1CN(CC1)C1=NN2C(C=CC(=C2)NC(=O)C2=C(C=NN2C)C(=O)O)=N1 (5-[2-(3-Methoxy-pyrrolidin-1-yl)-[1,2,4]triazolo[1,5-a]pyridin-6-ylcarbamoyl]-1-methyl-1H-pyrazole-4-carboxylic acid). Reaction SMILES: C([O:3][C:4]([C:6]1[CH:7]=[N:8][N:9]([CH3:30])[C:10]=1[C:11](=[O:29])[NH:12][C:13]1[CH:14]=[CH:15][C:16]2[N:17]([N:19]=[C:20]([N:22]3[CH2:26][CH2:25][CH:24]([O:27][CH3:28])[CH2:23]3)[N:21]=2)[CH:18]=1)=[O:5])C.CN1C(C(=O)NC2C=CC3N(N=C(N4CCOCC4)N=3)C=2)=C(C(O)=O)C=N1>>[CH3:28][O:27][CH:24]1[CH2:25][CH2:26][N:22]([C:20]2[N:21]=[C:16]3[CH:15]=[CH:14][C:13]([NH:12][C:11]([C:10]4[N:9]([CH3:30])[N:8]=[CH:7][C:6]=4[C:4]([OH:5])=[O:3])=[O:29])=[CH:18][N:17]3[N:19]=2)[CH2:23]1. Procedure details: Using 5-[2-(3-Methoxy-pyrrolidin-1-yl)-[1,2,4]triazolo[1,5-a]pyridin-6-ylcarbamoyl]-1-methyl-1H-pyrazole-4-carboxylic acid ethyl ester, this compound was prepared following the same method as for the synthesis of 1-Methyl-5-(2-morpholino-[1,2,4]triazolo[1,5-a]pyridin-6-ylcarbamoyl)-1H-pyrazole-4-carboxylic acid. Off white solid (690 mg, 82%). MS: m/z=386 (M+H+). Starting materials: COc1cccc2c1Oc1cc(Br)ccc1C2C1CC2CCC(C1)N2C(=O)C(F)(F)F, CC(C)(C)PC(C)(C)C, CCOC(C)=O, [Na+], [Na+], O=C([O-])[O-], C1COCCO1, O, Cl[Pd]Cl, OB(O)c1cccnc1. The product is COc1cccc2c1Oc1cc(-c3cccnc3)ccc1C2C1CC2CCC(C1)N2C(=O)C(F)(F)F. As a reaction SMILES: [Br:1][c:2]1[cH:3][cH:4][c:5]2[c:14]([cH:15]1)[O:13][c:12]1[c:7]([cH:8][cH:9][cH:10][c:11]1[O:16][CH3:17])[CH:6]2[CH:18]1[CH2:19][CH:20]2[CH2:21][CH2:22][CH:23]([CH2:24]1)[N:25]2[C:26]([C:27]([F:28])([F:29])[F:30])=[O:31].[C:57]([PH:58][C:59]([CH3:60])([CH3:61])[CH3:62])([CH3:63])([CH3:64])[CH3:65].[CH3:66][CH2:67][O:68][C:69](=[O:70])[CH3:71].[Na+:41].[Na+:42].[O-:43][C:44](=[O:45])[O-:46].[O:48]1[CH2:49][CH2:50][O:51][CH2:52][CH2:53]1.[OH2:47].[Pd:54]([Cl:55])[Cl:56].[n:32]1[cH:33][c:34]([B:38]([OH:39])[OH:40])[cH:35][cH:36][cH:37]1>>[c:2]1(-[c:34]2[cH:33][n:32][cH:37][cH:36][cH:35]2)[cH:3][cH:4][c:5]2[c:14]([cH:15]1)[O:13][c:12]1[c:7]([cH:8][cH:9][cH:10][c:11]1[O:16][CH3:17])[CH:6]2[CH:18]1[CH2:19][CH:20]2[CH2:21][CH2:22][CH:23]([CH2:24]1)[N:25]2[C:26]([C:27]([F:28])([F:29])[F:30])=[O:31].